From a dataset of the Open Reaction Database (ORD), a public repository of structured organic reaction records. describe an organic reaction: reactants, conditions, products, and yield As a reaction SMILES: [OH:1][CH:2]1[CH2:10][C:9]2[CH2:8][C:7](=[O:11])[CH:6]=[CH:5][C:4]=2[CH2:3]1.[N+:12]([O-])([O-:14])=[O:13].[Na+].S(=O)(=O)(O)O.N([O-])=O.[Na+]>C(Cl)Cl>[OH:1][CH:2]1[CH:10]([N+:12]([O-:14])=[O:13])[C:9]2[CH2:8][C:7](=[O:11])[CH:6]=[CH:5][C:4]=2[CH2:3]1 |f:1.2,4.5|. Conditions: time 24 hour. Procedure: 2-Hydroxy-5-indanone(3.00 g, 20.0 mmol) was dissolved in methylene chloride(40 mL) followed by the addition of sodium nitrate (1.95 g, 21.0 mmol). The addition of sulfuric acid (25 mL/3M) was then made, followed by addition of a catalytic amount of sodium nitrite. The mixture was allowed to stir. After 24 hours, the reaction mixture was diluted with methylene chloride and extracted with water. The organic layer was dried over MgSO4 and filtered. The solvent was evaporated and chromatography of t... The product is OC1CC=2C=CC(CC2C1[N+](=O)[O-])=O (2-hydroxy-3-nitro-5-indanone). The reactants are [N+](=O)([O-])[O-].[Na+] (sodium nitrate), N(=O)[O-].[Na+] (sodium nitrite), OC1CC=2C=CC(CC2C1)=O (2-Hydroxy-5-indanone), S(O)(O)(=O)=O (sulfuric acid). Yield: 38.4%. The solvent is C(Cl)Cl (methylene chloride), C(Cl)Cl (methylene chloride). As a reaction SMILES: [CH3:1][C:2](=[CH:6][CH2:7][CH2:8][C:9]([CH3:31])=[CH:10][CH2:11][CH2:12][C:13]([CH3:30])=[CH:14][CH2:15][CH2:16][C:17]([CH3:29])=[CH:18][CH2:19][CH2:20][C:21]([CH3:28])=[CH:22][CH2:23][CH2:24][C:25](=[O:27])[CH3:26])[C:3](O)=O.[CH2:32]([NH2:34])[CH3:33].[C:35](OC(=O)C)(=[O:37])[CH3:36]>>[CH2:32]([N:34]([CH2:3][C:2]([CH3:1])=[CH:6][CH2:7][CH2:8][C:9]([CH3:31])=[CH:10][CH2:11][CH2:12][C:13]([CH3:30])=[CH:14][CH2:15][CH2:16][C:17]([CH3:29])=[CH:18][CH2:19][CH2:20][C:21]([CH3:28])=[CH:22][CH2:23][CH2:24][C:25](=[O:27])[CH3:26])[C:35](=[O:37])[CH3:36])[CH3:33]. Product: C(C)N(C(C)=O)CC(=CCCC(=CCCC(=CCCC(=CCCC(=CCCC(C)=O)C)C)C)C)C (N-ethyl-N-(2,6,10,14,18-pentamethyl-22-oxo-2,6,10,14,18-tricosapentaenyl)acetamide). Procedure details: Starting materials: 2,6,10,14,18-pentamethyl-22-oxo-2,6,10,14,18-tricosapentaenoic acid; ethylamine (70% aqueous ethylamine solution); and acetic anhydride. Starting materials: CC(C(=O)O)=CCCC(=CCCC(=CCCC(=CCCC(=CCCC(C)=O)C)C)C)C (2,6,10,14,18-pentamethyl-22-oxo-2,6,10,14,18-tricosapentaenoic acid), C(C)N (ethylamine), C(C)(=O)OC(C)=O (acetic anhydride). Reactants: C(C)(C)(C)OC(=O)NC(C=CC(=O)OC)C1=CC=CC=C1 (methyl 4-[(t-butoxycarbonyl)-amino]-4-phenylbut-2-enoate), [H][H] (hydrogen). Reagents/catalysts: [Pd] (palladium on carbon). The solvent is CO (methanol). Reaction conditions: time 2 hour. The product is C(C)(C)(C)OC(=O)NC(CCC(=O)OC)C1=CC=CC=C1 (methyl 4-[(t-butoxycarbonyl)-amino]-4-phenylbutanoate). Reaction SMILES: [C:1]([O:5][C:6]([NH:8][CH:9]([C:16]1[CH:21]=[CH:20][CH:19]=[CH:18][CH:17]=1)[CH:10]=[CH:11][C:12]([O:14][CH3:15])=[O:13])=[O:7])([CH3:4])([CH3:3])[CH3:2].[H][H]>CO.[Pd]>[C:1]([O:5][C:6]([NH:8][CH:9]([C:16]1[CH:17]=[CH:18][CH:19]=[CH:20][CH:21]=1)[CH2:10][CH2:11][C:12]([O:14][CH3:15])=[O:13])=[O:7])([CH3:4])([CH3:2])[CH3:3]. Procedure details: To a solution of methyl 4-[(t-butoxycarbonyl)-amino]-4-phenylbut-2-enoate (3.17 g) in methanol (100 mL) was added palladium on carbon (250 mg (10% by wt. Pd)). The mixture was then placed under 50 psig hydrogen gas, and was shaken on a Parr hydrogenator for 2 hours. The mixture was then filtered through celite, concentrated in vacuo and purified by silica gel flash chromatography (3:1 hexanes:ethyl acetate) to afford methyl 4-[(t-butoxycarbonyl)-amino]-4-phenylbutanoate as a pale yellow oil in a... The reactants are FC1=CC(=NC2=CC=CC=C12)C1=CC=C(C=C1)N(C(OC(C)(C)C)=O)C (tert-Butyl (4-(4-fluoroquinolin-2-yl)phenyl)(methyl)carbamate), C(=O)(C(F)(F)F)O (TFA). The product is FC1=CC(=NC2=CC=CC=C12)C1=CC=C(NC)C=C1 (4-(4-fluoroquinolin-2-yl)-N-methylaniline). The yield is 54.9%. Reaction SMILES: [F:1][C:2]1[C:11]2[C:6](=[CH:7][CH:8]=[CH:9][CH:10]=2)[N:5]=[C:4]([C:12]2[CH:17]=[CH:16][C:15]([N:18](C)[C:19](=O)OC(C)(C)C)=[CH:14][CH:13]=2)[CH:3]=1.C(O)(C(F)(F)F)=O>>[F:1][C:2]1[C:11]2[C:6](=[CH:7][CH:8]=[CH:9][CH:10]=2)[N:5]=[C:4]([C:12]2[CH:17]=[CH:16][C:15]([NH:18][CH3:19])=[CH:14][CH:13]=2)[CH:3]=1. Procedure: tert-Butyl (4-(4-fluoroquinolin-2-yl)phenyl)(methyl)carbamate (4.5 mg, 0.013 mmol) was treated with TFA by using general procedure P. The crude product was purified by HPLC to afford T466 as an orange-colored solid (1.8 mg, 55%). 1H NMR (400 MHz, CDCl3): δ 8.57 (d, J=8.4 Hz, 1H), 8.02-7.97 (m, 3H), 7.75 (t, J=7.6 Hz, 1H), 7.56 (d, J=10.0 Hz, 1H), 6.72 (d, J=8.4 Hz, 2H), 2.95 (s, 3H); MS (ESI): 253 (M+H+). The reactants are COC=1C=CC2=C(CCN(C(N2)=O)C2CCNCC2)C1 (7-methoxy-3-piperidin-4-yl-1,3,4,5-tetrahydro-1,3-benzodiazepin-2-one), ClC1=NC(=CC(=C1)C(=O)N1CCC2=CC(=CC=C12)F)OC ((2-chloro-6-methoxy-pyridin-4-yl)-(5-fluoro-2,3-dihydro-indol-1-yl)-methanone), C([O-])([O-])=O.[K+].[K+] (potassium carbonate). Solvent: CN1CCCC1=O (NMP). The product is FC=1C=C2CCN(C2=CC1)C(=O)C1=CC(=NC(=C1)OC)N1CCC(CC1)N1C(NC2=C(CC1)C=C(C=C2)OC)=O (3-[4′-(5-fluoro-2,3-dihydro-indole-1-carbonyl)-6′-methoxy-3,4,5,6-tetrahydro-2H-[1,2′]bipyridinyl-4-yl]-7-methoxy-1,3,4,5-tetrahydro-benzo[d][1,3]diazepin-2-one). Reaction SMILES: [CH3:1][O:2][C:3]1[CH:4]=[CH:5][C:6]2[NH:12][C:11](=[O:13])[N:10]([CH:14]3[CH2:19][CH2:18][NH:17][CH2:16][CH2:15]3)[CH2:9][CH2:8][C:7]=2[CH:20]=1.Cl[C:22]1[CH:27]=[C:26]([C:28]([N:30]2[C:38]3[C:33](=[CH:34][C:35]([F:39])=[CH:36][CH:37]=3)[CH2:32][CH2:31]2)=[O:29])[CH:25]=[C:24]([O:40][CH3:41])[N:23]=1.C(=O)([O-])[O-].[K+].[K+]>CN1C(=O)CCC1>[F:39][C:35]1[CH:34]=[C:33]2[C:38](=[CH:37][CH:36]=1)[N:30]([C:28]([C:26]1[CH:25]=[C:24]([O:40][CH3:41])[N:23]=[C:22]([N:17]3[CH2:18][CH2:19][CH:14]([N:10]4[CH2:9][CH2:8][C:7]5[CH:20]=[C:3]([O:2][CH3:1])[CH:4]=[CH:5][C:6]=5[NH:12][C:11]4=[O:13])[CH2:15][CH2:16]3)[CH:27]=1)=[O:29])[CH2:31][CH2:32]2 |f:2.3.4|. Reported procedure: 633 mg (2.3 mmol) 7-methoxy-3-piperidin-4-yl-1,3,4,5-tetrahydro-1,3-benzodiazepin-2-one, 700 mg (2.28 mmol) (2-chloro-6-methoxy-pyridin-4-yl)-(5-fluoro-2,3-dihydro-indol-1-yl)-methanone and 953.6 mg (6.9 mmol) potassium carbonate were stirred in 5 mL of NMP for 8 h at 130° C. The undissolved solid was filtered off and the filtrate was purified by HPLC. The product-containing fractions were combined and concentrated to dryness by rotary evaporation. For further purification the residue was combin... The reactants are C(#N)C1=C(C=C(C(=O)O)C=C1)C (4-Cyano-3-methylbenzoic Acid), S(=O)(Cl)Cl (thionyl chloride), C=1C=CN2C1CNC1=C(C2)C=CC=C1 (10,11-dihydro-5H-benzo[e]pyrrolo[1,2-a][1,4]diazepine). Run in C1(=CC=CC=C1)C (toluene). Run at time 18 hour. Yields the product C=1C=CN2C1CN(C1=C(C2)C=CC=C1)C(=O)C1=CC(=C(C#N)C=C1)C (4-(5H,11H-Benzo[e]pyrrolo[1,2-a][1,4]diazepine-10-carbonyl)-2-methylbenzonitrile). As a reaction SMILES: [C:1]([C:3]1[CH:11]=[CH:10][C:6]([C:7]([OH:9])=O)=[CH:5][C:4]=1[CH3:12])#[N:2].S(Cl)(Cl)=O.[CH:17]1[CH:18]=[CH:19][N:20]2[CH2:26][C:25]3[CH:27]=[CH:28][CH:29]=[CH:30][C:24]=3[NH:23][CH2:22][C:21]=12>C1(C)C=CC=CC=1>[CH:17]1[CH:18]=[CH:19][N:20]2[CH2:26][C:25]3[CH:27]=[CH:28][CH:29]=[CH:30][C:24]=3[N:23]([C:7]([C:6]3[CH:10]=[CH:11][C:3]([C:1]#[N:2])=[C:4]([CH3:12])[CH:5]=3)=[O:9])[CH2:22][C:21]=12. Procedure: A solution of 4-cyano-3-methylbenzoic acid from Example C (1.2 g, 7.5 mmol) and thionyl chloride (3.6 ml, 54 mmol) in toluene (20 ml) was heated at reflux for 2 h. The mixture was evaporated and azeotroped with toluene. The residue was dissolved in dichloromethane, 10,11-dihydro-5H-benzo[e]pyrrolo[1,2-a][1,4]diazepine (1.4 g, 7.5 mmol) was added and the mixture stirred for 18 h. The mixture was evaporated and the residue purified by flash chromatography on silica (EtOAc:pet ether, 30:70 to 80:20... The reactants are ClCC(=O)O (chloroacetic acid), O (water), C12C(CC(C=C1)C2)C(C)(C)O (2-(5-norbornen-2-yl)-2-propanol), C(CCC)[Li] (n-butyl lithium), C(CCC)[Li] (n-butyl lithium). The solvent is C1(=CC=CC=C1)C (toluene), C1(=CC=CC=C1)C (toluene). Product: C12C(CC(C=C1)C2)C(C)(C)OCC(=O)O (Glycolic acid 2-(5-norbornen-2-yl)-2-propyl ether). The yield is 31.4%. Reaction SMILES: [CH:1]12[CH2:7][CH:4]([CH:5]=[CH:6]1)[CH2:3][CH:2]2[C:8]([OH:11])([CH3:10])[CH3:9].C([Li])CCC.Cl[CH2:18][C:19]([OH:21])=[O:20].O>C1(C)C=CC=CC=1>[CH:1]12[CH2:7][CH:4]([CH:5]=[CH:6]1)[CH2:3][CH:2]2[C:8]([O:11][CH2:18][C:19]([OH:21])=[O:20])([CH3:9])[CH3:10]. Procedure details: 2-(5-norbornen-2-yl)-2-propanol (15.20 g, 0.10 mole) (JSR Corp., Japan) and toluene (100 ml) were added to a three-necked 500 ml round bottomed flask equipped with a magnetic stirrer, an addition funnel, and a condenser with a nitrogen inlet. The addition funnel was charged with n-butyl lithium (1.6M in hexane, 62.50 ml, 0.10 mole). The n-butyl lithium was added drop wise while stirring at room temperature. An exothermic reaction occurred. Afterwards, chloroacetic acid (4.75 g, 0.05 mole) in tol... The reactants are CCOCC, [Li]CCCC, COc1ccsc1, C[Si](C)(C)Cl. Product: COc1ccsc1[Si](C)(C)C. As a reaction SMILES: [CH3:18][CH2:19][O:20][CH2:21][CH3:22].[CH3:1][CH2:2][CH2:3][CH2:4][Li:5].[CH3:6][O:7][c:8]1[cH:9][s:10][cH:11][cH:12]1.[Cl:13][Si:14]([CH3:15])([CH3:16])[CH3:17]>>[CH3:6][O:7][c:8]1[c:9]([Si:14]([CH3:15])([CH3:16])[CH3:17])[s:10][cH:11][cH:12]1.